Dataset: the Open Reaction Database (ORD), a public repository of structured organic reaction records. Task: describe an organic reaction: reactants, conditions, products, and yield Reactants: c1(cccnc1)C(C)O, [Si]1(O[Si](O[Si](O[Si](O[Si](O1)C)C)C)C)C, c1(c(cccc1)F)[N+](=O)[O-]. The reagents and catalysts are c1ccc(cc1)-c2c3ccccc3cc4ccccc24 (9-Phenylanthracene), CC(C)(C)N=P(N=P(N(C)C)(N(C)C)N(C)C)(N=P(N(C)C)(N(C)C)N(C)C)N=P(N(C)C)(N(C)C)N(C)C (P4-t-Bu). The solvent is C1COCCO1 (Dioxane). Conditions: temperature 20 celsius, time 18 hour. The product is CC(Oc1ccccc1[N+](=O)[O-])c2cccnc2. RXN SMILES: [O-:1][N+:2]([c:4]1[c:9](F)[cH:8][cH:7][cH:6][cH:5]1)=[O:3].[CH3:10][CH:11]([c:13]1[cH:18][n:17][cH:16][cH:15][cH:14]1)[OH:12].C[SiH]1O[SiH](C)O[SiH](C)O[SiH](C)O[SiH](C)O1>>[CH3:10][CH:11]([c:13]1[cH:18][n:17][cH:16][cH:15][cH:14]1)[O:12][c:9]2[c:4]([N+:2]([O-:1])=[O:3])[cH:5][cH:6][cH:7][cH:8]2. Reactants: [O-]B([O-])Oc1ccc(N2CCCCC2)cc1, CN1CCC(C(=O)Nc2ccc(CN(C)C3CCOCC3)cc2)=Cc2cc(Br)ccc21, O=C([O-])[O-], CCO, CCOC(C)=O, [K+], [K+], O, Cc1ccccc1. Product: CN1CCC(C(=O)Nc2ccc(CN(C)C3CCOCC3)cc2)=Cc2cc(-c3ccc(N4CCCCC4)cc3)ccc21. Reaction SMILES: [B:1]([O-:2])([O-:15])[O:16][c:3]1[cH:4][cH:5][c:6]([N:9]2[CH2:10][CH2:11][CH2:12][CH2:13][CH2:14]2)[cH:7][cH:8]1.[Br:17][c:18]1[cH:19][cH:20][c:21]2[c:22]([cH:47]1)[CH:23]=[C:24]([C:29](=[O:30])[NH:31][c:32]1[cH:33][cH:34][c:35]([CH2:38][N:39]([CH:40]3[CH2:41][CH2:42][O:43][CH2:44][CH2:45]3)[CH3:46])[cH:36][cH:37]1)[CH2:25][CH2:26][N:27]2[CH3:28].[C:48](=[O:49])([O-:50])[O-:51].[CH2:61]([OH:62])[CH3:63].[CH3:65][CH2:66][O:67][C:68](=[O:69])[CH3:70].[K+:52].[K+:53].[OH2:64].[c:54]1([CH3:55])[cH:56][cH:57][cH:58][cH:59][cH:60]1>>[c:3]1(-[c:18]2[cH:19][cH:20][c:21]3[c:22]([cH:47]2)[CH:23]=[C:24]([C:29](=[O:30])[NH:31][c:32]2[cH:33][cH:34][c:35]([CH2:38][N:39]([CH:40]4[CH2:41][CH2:42][O:43][CH2:44][CH2:45]4)[CH3:46])[cH:36][cH:37]2)[CH2:25][CH2:26][N:27]3[CH3:28])[cH:4][cH:5][c:6]([N:9]2[CH2:10][CH2:11][CH2:12][CH2:13][CH2:14]2)[cH:7][cH:8]1.